From a dataset of the Open Reaction Database (ORD), a public repository of structured organic reaction records. describe an organic reaction: reactants, conditions, products, and yield Yields the product C(C)(C)(C)OC(N[C@H](CC=C)C(N(CC1=C(C=C(C=C1)OC)OC)CC=C)=O)=O ({(R)-1-[Allyl-(2,4-dimethoxy-benzyl)-carbamoyl]-but-3-enyl}-carbamic acid tert-butyl ester). Solvent: CN(C=O)C (dimethylformamide), CN(C=O)C (dimethylformamide). Reported procedure: (R)-N-Boc-allylglycine (2.3 g, 9.9 mmol) was dissolved in dimethylformamide (20 ml) and activated with the coupling reagent TATU (3.5 g, 10.9 mmol) and Hünig's base (3.8 ml, 21.9 mmol) for 2 min. Allyl-(2,4-dimethoxy-benzyl)-amine (2.1 g, 9.9 mmol) dissolved in dimethylformamide (20 ml) was added to the chilled (ice-water bath) reaction mixture and the stirring was continued overnight. The solvent was evaporated and the residue was dissolved in ethyl acetate, washed with saturated NaHCO3 solutio... As a reaction SMILES: [CH3:1][C:2]([O:5][C:6]([NH:8][CH:9]([C:13]([OH:15])=O)[CH2:10][CH:11]=[CH2:12])=[O:7])([CH3:4])[CH3:3].C1CCC(NC2CCCCC2)CC1.CN(C(ON1N=NC2C=CC=NC1=2)=[N+](C)C)C.[B-](F)(F)(F)F.CCN(C(C)C)C(C)C.[CH2:60]([NH:63][CH2:64][C:65]1[CH:70]=[CH:69][C:68]([O:71][CH3:72])=[CH:67][C:66]=1[O:73][CH3:74])[CH:61]=[CH2:62]>CN(C)C=O>[C:2]([O:5][C:6](=[O:7])[NH:8][C@@H:9]([C:13](=[O:15])[N:63]([CH2:60][CH:61]=[CH2:62])[CH2:64][C:65]1[CH:70]=[CH:69][C:68]([O:71][CH3:72])=[CH:67][C:66]=1[O:73][CH3:74])[CH2:10][CH:11]=[CH2:12])([CH3:1])([CH3:3])[CH3:4] |f:0.1,2.3|. Conditions: time 8 hour. The reactants are C(C=C)NCC1=C(C=C(C=C1)OC)OC (Allyl-(2,4-dimethoxy-benzyl)-amine), CC(C)(C)OC(=O)NC(CC=C)C(=O)O.C1CCC(CC1)NC2CCCCC2 ((R)-N-Boc-allylglycine), CN(C)C(=[N+](C)C)ON1C2=C(C=CC=N2)N=N1.[B-](F)(F)(F)F (TATU), CCN(C(C)C)C(C)C (Hünig's base), ice water.